From a dataset of the Open Reaction Database (ORD), a public repository of structured organic reaction records. describe an organic reaction: reactants, conditions, products, and yield Reactants: CC(C)(C)OC(=O)Nc1ccc(C#Cc2ccccc2)cc1, CO. Product: CC(C)(C)OC(=O)Nc1ccc(CCc2ccccc2)cc1. As a reaction SMILES: [C:1]([CH3:2])([CH3:3])([CH3:4])[O:5][C:6]([NH:7][c:8]1[cH:9][cH:10][c:11]([C:14]#[C:15][c:16]2[cH:17][cH:18][cH:19][cH:20][cH:21]2)[cH:12][cH:13]1)=[O:22].[CH3:23][OH:24]>>[C:1]([CH3:2])([CH3:3])([CH3:4])[O:5][C:6]([NH:7][c:8]1[cH:9][cH:10][c:11]([CH2:14][CH2:15][c:16]2[cH:17][cH:18][cH:19][cH:20][cH:21]2)[cH:12][cH:13]1)=[O:22]. Starting materials: C1=C(C=CC2=CC=CC=C12)COC=1C=C(C(=O)OC)C=C(C1)[N+](=O)[O-] (methyl 3-[(2-naphthyl)methoxy]-5-nitrobenzoate), O.NN (hydrazine hydrate), hydrazide. Run in CO (MeOH). Yields the product C1=C(C=CC2=CC=CC=C12)COC=1C=C(C(=O)NN)C=C(C1)[N+](=O)[O-] (3-[(2-Naphthyl)methoxy]-5-nitrobenzhydrazide). Reaction SMILES: [CH:1]1[C:10]2[C:5](=[CH:6][CH:7]=[CH:8][CH:9]=2)[CH:4]=[CH:3][C:2]=1[CH2:11][O:12][C:13]1[CH:14]=[C:15]([CH:20]=[C:21]([N+:23]([O-:25])=[O:24])[CH:22]=1)[C:16](OC)=[O:17].O.[NH2:27][NH2:28]>CO>[CH:1]1[C:10]2[C:5](=[CH:6][CH:7]=[CH:8][CH:9]=2)[CH:4]=[CH:3][C:2]=1[CH2:11][O:12][C:13]1[CH:14]=[C:15]([CH:20]=[C:21]([N+:23]([O-:25])=[O:24])[CH:22]=1)[C:16]([NH:27][NH2:28])=[O:17] |f:1.2|. Reported procedure: A solution of methyl 3-[(2-naphthyl)methoxy]-5-nitrobenzoate (0.97 g, 2.87 mmol) and hydrazine hydrate (0.56 mL, 11.5 mmol) in MeOH (50 mL) was stirred under reflux overnight. Formation of solid hydrazide from a boiling mixture was observed in the morning. Mixture was cooled, solid filtered and air-dried. Greenish-white plates, yield 0.60 g (62%). 1H NMR (DMSO-d6, 400 MHz), δ: 10.15 (br.s, 1H); 8.27 (s, 1H); 8.05-7.91 (m, 6H); 7.63 (d, J=7.5 Hz, 1H); 7.59-7.52 (m, 2H); 5.48 (s, 2H); 4.66 (br.s, ...